From a dataset of the Open Reaction Database (ORD), a public repository of structured organic reaction records. describe an organic reaction: reactants, conditions, products, and yield The reactants are O (water), [OH-].[Na+] (sodium hydroxide), Cl.NC(C(=O)OC)C(C)C=1N=CNC1 (methyl 2-amino-3-(1H-imidazol-4-yl)butyrate hydrochloride), [H-].[Al+3].[Li+].[H-].[H-].[H-] (lithium aluminium hydride). Solvent: O1CCCC1 (tetrahydrofurane), C(C)O (ethanol), O1CCCC1 (tetrahydrofurane). Conditions: temperature 0 celsius. Product: NC(CO)C(C)C=1N=CNC1 (2-Amino-3-(1H-imidazol-4-yl)butanol). Reaction SMILES: Cl.[NH2:2][CH:3]([CH:8]([C:10]1[N:11]=[CH:12][NH:13][CH:14]=1)[CH3:9])[C:4](OC)=[O:5].[H-].[Al+3].[Li+].[H-].[H-].[H-].O.[OH-].[Na+]>O1CCCC1.C(O)C>[NH2:2][CH:3]([CH:8]([C:10]1[N:11]=[CH:12][NH:13][CH:14]=1)[CH3:9])[CH2:4][OH:5] |f:0.1,2.3.4.5.6.7,9.10|. Procedure details: 7.7 g (30 mmol) methyl 2-amino-3-(1H-imidazol-4-yl)butyrate hydrochloride are added at 0° C. to a stirred suspension of 3.4 g (90 mmol) lithium aluminium hydride in 125 ml tetrahydrofurane. Subsequently, the mixture is refluxed for 3 hours, cooled to 0° C. and and hydrolysed by addition of 6.5 ml water in 15 ml tetrahydrofurane. Stirring with 20 ml 5N sodium hydroxide solution affords a coarse-grained precipitate which is filtered off and extracted by means of 100 ml ethanol in 3 portions. Conce... Starting materials: CCOC(=O)CC1(O)CCOCC1, C1CCOC1, C1COCCO1, CCOC(C)=O, C[Si](C)(C)[N-][Si](C)(C)C, [Li+], [Li+], O=C1CCOCC1, [OH-], O. Yields the product O=C(O)CC1(O)CCOCC1. RXN SMILES: [CH2:24]([CH3:25])[O:26][C:27]([CH2:28][C:29]1([OH:35])[CH2:30][CH2:31][O:32][CH2:33][CH2:34]1)=[O:36].[CH2:39]1[O:40][CH2:41][CH2:42][CH2:43]1.[CH2:45]1[O:46][CH2:47][CH2:48][O:49][CH2:50]1.[CH3:1][CH2:2][O:3][C:4](=[O:5])[CH3:6].[CH3:7][Si:8]([CH3:9])([CH3:10])[N-:11][Si:12]([CH3:13])([CH3:14])[CH3:15].[Li+:16].[Li+:37].[O:17]1[CH2:18][CH2:19][C:20](=[O:21])[CH2:22][CH2:23]1.[OH-:38].[OH2:44]>>[O:26]=[C:27]([CH2:28][C:29]1([OH:35])[CH2:30][CH2:31][O:32][CH2:33][CH2:34]1)[OH:36]. Starting materials: [Cl-].[NH4+] (ammonium chloride), CC1(C(C1(C)C)CO)C (2,2,3,3-tetramethylcyclopropylmethanol), BrC=1C=C(CBr)C=CC1F (3-bromo-4-fluorobenzyl bromide), [H-].[Na+] (sodium hydride). Solvent: C1(=CC=CC=C1)C.CN(C=O)C (toluene dimethylformamide), C1(=CC=CC=C1)C.CN(C=O)C (toluene dimethylformamide). Conditions: time 16 hour. Yields the product BrC=1C=C(COCC2C(C2(C)C)(C)C)C=CC1F ((3-bromo-4-fluorobenzyl)-(2,2,3,3-tetramethylcyclopropylmethyl)ether). RXN SMILES: [CH3:1][C:2]1([CH3:9])[C:4]([CH3:6])([CH3:5])[CH:3]1[CH2:7][OH:8].[Br:10][C:11]1[CH:12]=[C:13]([CH:16]=[CH:17][C:18]=1[F:19])[CH2:14]Br.[H-].[Na+].[Cl-].[NH4+]>C1(C)C=CC=CC=1.CN(C)C=O>[Br:10][C:11]1[CH:12]=[C:13]([CH:16]=[CH:17][C:18]=1[F:19])[CH2:14][O:8][CH2:7][CH:3]1[C:4]([CH3:6])([CH3:5])[C:2]1([CH3:9])[CH3:1] |f:2.3,4.5,6.7|. Reported procedure: A solution of 20 g of 2,2,3,3-tetramethylcyclopropylmethanol and 41.9 g of 3-bromo-4-fluorobenzyl bromide in 100 ml of a 1:1 mixture of toluene/dimethylformamide is added dropwise at 0°-10° C. to 8.2 g of sodium hydride (50% dispersion in mineral oil) in 200 ml of a 1:1 mixture of toluene/dimethylformamide. When the reaction has subsided, the batch is stirred for 16 hours at room temperature and, after the dropwise addition of a saturated solution of ammonium chloride, extracted with toluene. Th... Reactants: [Si](C)(C)(C(C)(C)C)O[C@@H]1C[C@H](N(C1)C(=O)OCC1=CC=C(C=C1)[N+](=O)[O-])CNC(C(C)Cl)=O ((2S,4R)-4-(t-butyldimethylsilyloxy)-2-(2-chloropropionyl)aminomethyl-1-(4-nitrobenzyloxycarbonyl)pyrrolidine), [O-]C#N.[K+] (potassium cyanate), O (water). Reagents/catalysts: [I-].C(CCC)[N+](CCCC)(CCCC)CCCC (tetrabutylammonium iodide). Solvent: CN(C=O)C (N,N-dimethylformamide). Reaction conditions: time 2 hour. Yields the product O[C@@H]1C[C@H](N(C1)C(=O)OCC1=CC=C(C=C1)[N+](=O)[O-])CN1C(NC(C1=O)C)=O ((2S,4R)-4-hydroxy-2-(4-methyl-2,5-dioxoimidazolidin-1-yl)methyl-1-(4-nitrobenzyloxycarbonyl)pyrrolidine). The yield is 56.5%. RXN SMILES: [Si]([O:8][C@H:9]1[CH2:13][N:12]([C:14]([O:16][CH2:17][C:18]2[CH:23]=[CH:22][C:21]([N+:24]([O-:26])=[O:25])=[CH:20][CH:19]=2)=[O:15])[C@H:11]([CH2:27][NH:28][C:29](=[O:33])[CH:30](Cl)[CH3:31])[CH2:10]1)(C(C)(C)C)(C)C.[O-:34][C:35]#[N:36].[K+].O>[I-].C([N+](CCCC)(CCCC)CCCC)CCC.CN(C)C=O>[OH:8][C@H:9]1[CH2:13][N:12]([C:14]([O:16][CH2:17][C:18]2[CH:19]=[CH:20][C:21]([N+:24]([O-:26])=[O:25])=[CH:22][CH:23]=2)=[O:15])[C@H:11]([CH2:27][N:28]2[C:29](=[O:33])[CH:30]([CH3:31])[NH:36][C:35]2=[O:34])[CH2:10]1 |f:1.2,4.5|. Procedure details: A solution of (2S,4R)-4-(t-butyldimethylsilyloxy)-2-(2-chloropropionyl)aminomethyl-1-(4-nitrobenzyloxycarbonyl)pyrrolidine (18.4 g), potassium cyanate (14.9 g) and tetrabutylammonium iodide (13.6 g) in N,N-dimethylformamide (180 ml) was stirred at 100°-110° C. for 3 hours. The reaction mixture was poured into water (300 ml) and extracted twice with ethyl acetate (200 ml). The extract was washed with saturated aqueous sodium chloride, dried over anhydrous magnesium sulfate and evaporated in vacuo... Reactants: CC=1N(C2=NC(=CC(=C2N1)NCC1=CC=CC=C1)C)C1=C(C=C(C=C1C)C)C ([2,5-dimethyl-3-(2,4,6-trimethylphenyl)imidazolo[5,4-b]pyridin-7-yl]benzylamine). Reagents/catalysts: [OH-].[Pd+2].[OH-] (palladium hydroxide). Run in C(C)(=O)O (acetic acid). Conditions: time 20 hour. Yields the product CC=1N(C2=NC(=CC(=C2N1)N)C)C1=C(C=C(C=C1C)C)C (2,5-Dimethyl-3-(2,4,6-trimethylphenyl)imidazolo[5,4-b]pyridine-7-ylamine). As a reaction SMILES: [CH3:1][C:2]1[N:3]([C:20]2[C:25]([CH3:26])=[CH:24][C:23]([CH3:27])=[CH:22][C:21]=2[CH3:28])[C:4]2[C:9]([N:10]=1)=[C:8]([NH:11]CC1C=CC=CC=1)[CH:7]=[C:6]([CH3:19])[N:5]=2>C(O)(=O)C.[OH-].[Pd+2].[OH-]>[CH3:1][C:2]1[N:3]([C:20]2[C:25]([CH3:26])=[CH:24][C:23]([CH3:27])=[CH:22][C:21]=2[CH3:28])[C:4]2[C:9]([N:10]=1)=[C:8]([NH2:11])[CH:7]=[C:6]([CH3:19])[N:5]=2 |f:2.3.4|. Procedure details: Add palladium hydroxide (2.0 g) to a solution of [2,5-dimethyl-3-(2,4,6-trimethylphenyl)imidazolo[5,4-b]pyridin-7-yl]benzylamine (1.50 g, 4.05 mmol) in acetic acid (10 mL). Hydrogenate the mixture at a pressure of 40 psi for 20 hr. Filter the reaction mixture through celite, evaporate to dryness under reduced pressure, dilute with EtOAc and successively wash with aq. NaHCO3 and aq NaCl. Dry the organic layer over Na2SO4, filter, and concentrate. Purify by flash column chromatography (3% MeoH in ... Reactants: CC(CO)O[Si](C)(C)C(C)(C)C, C1CO1, CCOC(C)=O, O=S(=O)([O-])C(F)(F)F, O=S(=O)([O-])C(F)(F)F, [Mg+2], COC(=O)C1CO1. Product: COC(=O)C(O)COCC(C)O[Si](C)(C)C(C)(C)C. As a reaction SMILES: [C:18]([CH3:19])([CH3:20])([CH3:21])[Si:22]([O:23][CH:24]([CH2:25][OH:26])[CH3:27])([CH3:28])[CH3:29].[CH2:37]1[O:38][CH2:39]1.[CH3:40][CH2:41][O:42][C:43]([CH3:44])=[O:45].[F:10][C:11]([F:12])([F:13])[S:14]([O-:15])(=[O:16])=[O:17].[F:1][C:2]([F:3])([F:4])[S:5]([O-:6])(=[O:7])=[O:8].[Mg+2:9].[O:30]1[CH:31]([C:33](=[O:34])[O:35][CH3:36])[CH2:32]1>>[C:18]([CH3:19])([CH3:20])([CH3:21])[Si:22]([O:23][CH:24]([CH2:25][O:26][CH2:32][CH:31]([OH:30])[C:33](=[O:34])[O:35][CH3:36])[CH3:27])([CH3:28])[CH3:29]. Starting materials: N#CC1(C(=O)O)CC1, O=C(c1ncc[nH]1)c1ncc[nH]1, Cc1nc2ccccc2n1C1CC2CCC(C1)N2CCC1(c2ccccc2)CCNCC1. The product is Cc1nc2ccccc2n1C1CC2CCC(C1)N2CCC1(c2ccccc2)CCN(C(=O)C2(C#N)CC2)CC1. Reaction SMILES: [C:1](#[N:2])[C:3]1([C:6](=[O:7])[OH:8])[CH2:4][CH2:5]1.[C:9]([c:10]1[nH:11][cH:12][cH:13][n:14]1)([c:15]1[nH:16][cH:17][cH:18][n:19]1)=[O:20].[CH3:21][c:22]1[n:23][c:24]2[c:25]([n:26]1[CH:27]1[CH2:28][CH:29]3[CH2:30][CH2:31][CH:32]([CH2:33]1)[N:34]3[CH2:35][CH2:36][C:37]1([c:43]3[cH:44][cH:45][cH:46][cH:47][cH:48]3)[CH2:38][CH2:39][NH:40][CH2:41][CH2:42]1)[cH:49][cH:50][cH:51][cH:52]2>>[C:1](#[N:2])[C:3]1([C:6](=[O:8])[N:40]2[CH2:39][CH2:38][C:37]([CH2:36][CH2:35][N:34]3[CH:29]4[CH2:28][CH:27]([n:26]5[c:22]([CH3:21])[n:23][c:24]6[c:25]5[cH:49][cH:50][cH:51][cH:52]6)[CH2:33][CH:32]3[CH2:31][CH2:30]4)([c:43]3[cH:44][cH:45][cH:46][cH:47][cH:48]3)[CH2:42][CH2:41]2)[CH2:4][CH2:5]1.